From a dataset of the Open Reaction Database (ORD), a public repository of structured organic reaction records. describe an organic reaction: reactants, conditions, products, and yield Starting materials: COC(=O)CP(=O)(OC)OC, C[O-], Cl, O=Cc1cccc([N+](=O)[O-])c1, [Na+], CN(C)C=O. The product is COC(=O)C=Cc1cccc([N+](=O)[O-])c1. RXN SMILES: [CH3:12][O:13][C:14]([CH2:15][P:16]([O:17][CH3:18])([O:19][CH3:20])=[O:21])=[O:22].[CH3:23][O-:24].[ClH:26].[N+:1](=[O:2])([O-:3])[c:4]1[cH:5][c:6]([CH:7]=[O:8])[cH:9][cH:10][cH:11]1.[Na+:25].[O:27]=[CH:28][N:29]([CH3:30])[CH3:31]>>[N+:1](=[O:2])([O-:3])[c:4]1[cH:5][c:6]([CH:7]=[CH:15][C:14]([O:13][CH3:12])=[O:22])[cH:9][cH:10][cH:11]1. Starting materials: D4, FC1=C(C#N)C=C(C=C1)C=O (2-fluoro-5-formylbenzonitrile), BrC1=C(C=C(C=C1)O)F (4-bromo-3-fluorophenol). Yields the product BrC1=C(C=C(OC2=C(C#N)C=C(C=C2)C=O)C=C1)F (2-(4-bromo-3-fluorophenoxy)-5-formylbenzonitrile). As a reaction SMILES: F[C:2]1[CH:9]=[CH:8][C:7]([CH:10]=[O:11])=[CH:6][C:3]=1[C:4]#[N:5].[Br:12][C:13]1[CH:18]=[CH:17][C:16]([OH:19])=[CH:15][C:14]=1[F:20]>>[Br:12][C:13]1[CH:18]=[CH:17][C:16]([O:19][C:2]2[CH:9]=[CH:8][C:7]([CH:10]=[O:11])=[CH:6][C:3]=2[C:4]#[N:5])=[CH:15][C:14]=1[F:20]. Reported procedure: The title compound was prepared by a procedure similar to that described for D4 starting from 2-fluoro-5-formylbenzonitrile and 4-bromo-3-fluorophenol. Starting materials: C(C)(=O)C1=CC(=C(C=C1)C1=CC=C(C=C1)C(=O)N1CCC=2C=C3C(=CC12)C1(CCN(CC1)C)CO3)C (5-(4'-acetyl-2'-methylbiphenyl-4-carbonyl)-1'-methyl-2,3,6,7-tetrahydrospiro[furo[2,3-f]indole-3,4'-piperidine]), C(=O)([O-])[O-].[Na+].[Na+] (Na2CO3), Cl.O(C)N (Methoxylamine hydrochloride), CC(C)([O-])C.[K+] (potassium t-butoxide). Solvent: CO (methanol), CO (methanol). Conditions: time 20 minute. Yields the product CONC(C)C1=CC(=C(C=C1)C1=CC=C(C=C1)C(=O)N1CCC=2C=C3C(=CC12)C1(CCN(CC1)C)CO3)C (5-(4'-(1-(Methoxyamino)ethyl)-2'-methylbiphenyl-4-carbonyl)-1'-methyl-2,3,6,7-tetrahydrospiro[furo[2,3-f]indole-3,4'-piperidine]). Yield: 104.2%. As a reaction SMILES: Cl.[O:2]([NH2:4])[CH3:3].CC(C)([O-])C.[K+].[C:11]([C:14]1[CH:19]=[CH:18][C:17]([C:20]2[CH:25]=[CH:24][C:23]([C:26]([N:28]3[C:36]4[CH:35]=[C:34]5[C:37]6([CH2:44][O:45][C:33]5=[CH:32][C:31]=4[CH2:30][CH2:29]3)[CH2:42][CH2:41][N:40]([CH3:43])[CH2:39][CH2:38]6)=[O:27])=[CH:22][CH:21]=2)=[C:16]([CH3:46])[CH:15]=1)(=O)[CH3:12].C([O-])([O-])=O.[Na+].[Na+]>CO>[CH3:3][O:2][NH:4][CH:11]([C:14]1[CH:19]=[CH:18][C:17]([C:20]2[CH:25]=[CH:24][C:23]([C:26]([N:28]3[C:36]4[CH:35]=[C:34]5[C:37]6([CH2:44][O:45][C:33]5=[CH:32][C:31]=4[CH2:30][CH2:29]3)[CH2:38][CH2:39][N:40]([CH3:43])[CH2:41][CH2:42]6)=[O:27])=[CH:22][CH:21]=2)=[C:16]([CH3:46])[CH:15]=1)[CH3:12] |f:0.1,2.3,5.6.7|. Procedure: Methoxylamine hydrochloride (0.06 g, 0.7 mmol) was added to a stirred solution of potassium t-butoxide (0.06 g, 0.5 mmol) in methanol (10 ml) under argon. After 20 minutes at room temperature, the solution was treated with a solution of 5-(4'-acetyl-2'-methylbiphenyl-4-carbonyl)-1'-methyl-2,3,6,7-tetrahydrospiro[furo[2,3-f]indole-3,4'-piperidine] (E10, 0.16 g, 0.3 mmole) in methanol (10 ml) and stirred at room temperature for 18 hours, followed by 1 hour heating under reflux. The solution was al...